The task is: describe an organic reaction: reactants, conditions, products, and yield. This data is from the Open Reaction Database (ORD), a public repository of structured organic reaction records. Starting materials: COC(=O)c1ccccc1N, CC(=O)O, CO, O=Cc1ccncc1. Yields the product COC(=O)c1ccccc1NCc1ccncc1. Reaction SMILES: [C:13]([c:14]1[c:15]([NH2:16])[cH:17][cH:18][cH:19][cH:20]1)(=[O:21])[O:22][CH3:23].[CH3:1][C:2](=[O:3])[OH:4].[CH3:24][OH:25].[n:5]1[cH:6][cH:7][c:8]([CH:11]=[O:12])[cH:9][cH:10]1>>[n:5]1[cH:6][cH:7][c:8]([CH2:11][NH:16][c:15]2[c:14]([C:13](=[O:21])[O:22][CH3:23])[cH:20][cH:19][cH:18][cH:17]2)[cH:9][cH:10]1. Reactants: CN[C@@H]1C[C@H]2O[C@@](C)([C@@H]1OC)n1c3ccccc3c3c4c(c5c6ccccc6n2c5c31)C(=O)NC4 (staurosporine), O=Cc1ccccc1Cn2cccn2. Reagents/catalysts: CC(C)[O-].CC(C)[O-].CC(C)[O-].CC(C)[O-].[Ti+4] (Ti(OiPr)4), CC(=O)O (acetic acid), CC(=O)O[BH-](OC(C)=O)OC(C)=O.[Na+] (Sodium triacetoxyborohydride). The solvent is CN1CCCC1=O (NMP), CN1CCCC1=O (NMP), CN1CCCC1=O (NMP), CN1CCCC1=O (NMP), CN1CCCC1=O (NMP), CN1CCCC1=O (NMP), CN1CCCC1=O (NMP). Reaction conditions: temperature 22 celsius, time 18 hour. Product: CO[C@@H]1[C@@H](C[C@H]2O[C@]1(C)n3c4ccccc4c5c6CNC(=O)c6c7c8ccccc8n2c7c35)N(C)Cc9ccccc9Cn%10cccn%10, CN[C@@H]1C[C@H]2O[C@@](C)([C@@H]1OC)n1c3ccccc3c3c4c(c5c6ccccc6n2c5c31)C(=O)NC4 (Staurosporine), O=Cc1ccccc1Cn2cccn2.